Dataset: the Open Reaction Database (ORD), a public repository of structured organic reaction records. Task: describe an organic reaction: reactants, conditions, products, and yield Starting materials: C1(=CC=CC=C1)C1=COC2=C1C=C(C=C2)C2=CC=C(C(=O)O)C=C2 (4-(3-phenylbenzofuran-5-yl)benzoic acid), Cl (hydrochloric acid), [N+](=O)([N+](=O)[O-])[O-] (dinitrogen tetraoxide), C(Cl)(Cl)Cl (chloroform). Run in [OH-].[Na+] (sodium hydroxide). The product is [N+](=O)([O-])C=1OC2=C(C1C1=CC=CC=C1)C=C(C=C2)C2=CC=C(C(=O)O)C=C2 (4-(2-nitro-3-phenylbenzofuran-5-yl)benzoic acid). As a reaction SMILES: [C:1]1([C:7]2[C:11]3[CH:12]=[C:13]([C:16]4[CH:24]=[CH:23][C:19]([C:20]([OH:22])=[O:21])=[CH:18][CH:17]=4)[CH:14]=[CH:15][C:10]=3[O:9][CH:8]=2)[CH:6]=[CH:5][CH:4]=[CH:3][CH:2]=1.[N+:25]([O-:30])([N+]([O-])=O)=[O:26].C(Cl)(Cl)Cl.Cl>[OH-].[Na+]>[N+:25]([C:8]1[O:9][C:10]2[CH:15]=[CH:14][C:13]([C:16]3[CH:17]=[CH:18][C:19]([C:20]([OH:22])=[O:21])=[CH:23][CH:24]=3)=[CH:12][C:11]=2[C:7]=1[C:1]1[CH:2]=[CH:3][CH:4]=[CH:5][CH:6]=1)([O-:30])=[O:26] |f:4.5|. Procedure details: A solution of 3.1 g. (0.01 mole) of the product of step D and 2 g. of dinitrogen tetraoxide in 250 ml. of chloroform is stirred at about 20° C. for about 16 hours. Evaporation of the mixture provides a residue which is dissolved in 10 percent sodium hydroxide solution, then acidified with hydrochloric acid. The precipitate is collected by filtration, dissolved in a chloroform/ethanol mixture and chromatographed on silica gel, eluting with chloroform. The solid obtained is recrystallized twice fr... Reactants: COCCO[AlH2-]OCCOC.[Na+] (Red-Al), C(C)(C)(C)OC(NC1=CC(=NC=C1)C(=O)N1CCOCC1)=O ([2-(Morpholine-4-carbonyl)-pyridin-4-yl]-carbamic acid tert-butyl ester), [OH-].[Na+] (NaOH). Solvent: C1(=CC=CC=C1)C (toluene). Reaction conditions: temperature 90 celsius. Product: C(C)(C)(C)OC(NC1=CC(=NC=C1)CN1CCOCC1)=O ((2-Morpholin-4-ylmethyl-pyridin-4-yl)-carbamic acid tert-butyl ester). Yield: 31.5%. RXN SMILES: [C:1]([O:5][C:6](=[O:22])[NH:7][C:8]1[CH:13]=[CH:12][N:11]=[C:10]([C:14]([N:16]2[CH2:21][CH2:20][O:19][CH2:18][CH2:17]2)=O)[CH:9]=1)([CH3:4])([CH3:3])[CH3:2].COCCO[AlH2-]OCCOC.[Na+].[OH-].[Na+]>C1(C)C=CC=CC=1>[C:1]([O:5][C:6](=[O:22])[NH:7][C:8]1[CH:13]=[CH:12][N:11]=[C:10]([CH2:14][N:16]2[CH2:21][CH2:20][O:19][CH2:18][CH2:17]2)[CH:9]=1)([CH3:4])([CH3:2])[CH3:3] |f:1.2,3.4|. Reported procedure: A solution of 44 (1 g, 3.25 mmol) in toluene was heated to 50° C. and Red-Al (2.2 mL, 8.14 mmol) was introduced at 50° C. After the addition was complete, the reaction mixture was heated at 90° C. for 2 h. The reaction mixture was cooled to rt, basified with 1N aq. NaOH solution and extracted with 10% MeOH/CHCl3. The combined organic layer was dried over Na2SO4, concentrated and the obtained crude compound was purified by silica gel chromatography (100-200 mesh, eluted with 2% MeOH/DCM) to get c...